This data is from the Open Reaction Database (ORD), a public repository of structured organic reaction records. The task is: describe an organic reaction: reactants, conditions, products, and yield Reactants: ClCF (chlorofluoromethane), OC1=C(C=O)C=C(C=C1)N1N=NN=C1C(F)(F)F (2-hydroxy-5-(5-trifluoromethyl-tetrazol-1-yl)-benzaldehyde), C([O-])([O-])=O.[K+].[K+] (potassium carbonate), [Br-].[Na+] (sodium bromide). The solvent is O (water), CN(C)C=O (DMF), CN(C)C=O (DMF). Run at temperature -78 celsius, time 3 hour. Product: FCOC1=C(C=O)C=C(C=C1)N1N=NN=C1C(F)(F)F (2-Fluoromethoxy-5-(5-trifluoromethyl-tetrazol-1-yl)-benzaldehyde). Reaction SMILES: Cl[CH2:2][F:3].[OH:4][C:5]1[CH:12]=[CH:11][C:10]([N:13]2[C:17]([C:18]([F:21])([F:20])[F:19])=[N:16][N:15]=[N:14]2)=[CH:9][C:6]=1[CH:7]=[O:8].C(=O)([O-])[O-].[K+].[K+].[Br-].[Na+]>O.CN(C=O)C>[F:3][CH2:2][O:4][C:5]1[CH:12]=[CH:11][C:10]([N:13]2[C:17]([C:18]([F:21])([F:20])[F:19])=[N:16][N:15]=[N:14]2)=[CH:9][C:6]=1[CH:7]=[O:8] |f:2.3.4,5.6|. Procedure details: A 500 mL nitrogen purged round bottom flask fitted with a dry-ice condenser was cooled to −78° C. and 50 mL (ca. 40 g by cylinder difference) of chlorofluoromethane was condensed. DMF (200 mL), 2-hydroxy-5-(5-trifluoromethyl-tetrazol-1-yl)-benzaldehyde (40 g, 0.155 mol), powdered potassium carbonate (22 g, 0.159 mol, 1.03 equiv) and sodium bromide (22 g, 0.21 mol) were carefully added. An additional 100 mL of DMF was added and the dry-ice bath was removed. The pale yellow suspension was warmed f... Reactants: [Li+].[OH-] (LiOH), BrC=1C=C(OC1Br)C(=O)OC (methyl 4,5-dibromo-2-furoate), Cl (HCl). Solvent: C1CCOC1 (THF). Reaction conditions: time 4 hour. Yields the product BrC=1C=C(OC1Br)C(=O)O (4,5-Dibromo-2-furoic acid). Isolated yield 98.8%. RXN SMILES: [Br:1][C:2]1[CH:3]=[C:4]([C:8]([O:10]C)=[O:9])[O:5][C:6]=1[Br:7].[Li+].[OH-].Cl>C1COCC1>[Br:1][C:2]1[CH:3]=[C:4]([C:8]([OH:10])=[O:9])[O:5][C:6]=1[Br:7] |f:1.2|. Procedure details: To a suspension of methyl 4,5-dibromo-2-furoate (26.19 g, 92.2 mmol) in THF (60 mL) at rt was added LiOH (3 M in water, 60 mL, 180 mmol). The biphasic mixture was stirred for 4 h. The mixture was poured into 1 N HCl (500 mL) and extracted with DCM (3×). The combined organic layers were dried (Na2SO4) and concentrated to provide 24.59 g (99%) of the acid as an off-white solid. 1H NMR (400 MHz, CD3OD): 7.30 (s, 1H). Starting materials: C(C)OC(=O)CC(C(CC)OC(C1=CC=C(C=C1)C(F)(F)F)=O)=O (4-Trifluoromethyl-benzoic acid 3-ethoxycarbonyl-1-ethyl-2-oxo-propyl ester), C(C)(=O)[O-].[NH4+] (ammonium acetate). Run in C(C)(=O)O (acetic acid). The product is C(C)OC(CC=1N=C(OC1CC)C1=CC=C(C=C1)C(F)(F)F)=O ([5-Ethyl-2-(4-trifluoromethyl-phenyl)-oxazol-4-yl]-acetic acid ethyl ester). The yield is 48.9%. As a reaction SMILES: [CH2:1]([O:3][C:4]([CH2:6][C:7](=O)[CH:8]([O:11][C:12](=O)[C:13]1[CH:18]=[CH:17][C:16]([C:19]([F:22])([F:21])[F:20])=[CH:15][CH:14]=1)[CH2:9][CH3:10])=[O:5])[CH3:2].C([O-])(=O)C.[NH4+:29]>C(O)(=O)C>[CH2:1]([O:3][C:4](=[O:5])[CH2:6][C:7]1[N:29]=[C:12]([C:13]2[CH:18]=[CH:17][C:16]([C:19]([F:22])([F:21])[F:20])=[CH:15][CH:14]=2)[O:11][C:8]=1[CH2:9][CH3:10])[CH3:2] |f:1.2|. Procedure: 4-Trifluoromethyl-benzoic acid 3-ethoxycarbonyl-1-ethyl-2-oxo-propyl ester (25 mmol) is dissolved in acetic acid (100 mL) and dry ammonium acetate (10 g, 100 mmol) is added, then the reaction is heated under nitrogen to reflux. The reaction is monitored by TLC and HPLC but complete consumption of the starting material is never observed, and then allowed to cool. The cooled reaction is concentrated and diluted with 250 mL ethyl acetate. The residue is washed with 100 mL saturated sodium bicarbona... Starting materials: solid, ClC1=CC(=CC=C1)C(=O)OO (m-chloroperbenzoic acid), C1COC2(CC=3C[C@@H]([C@H]4[C@@H]5CC[C@@H]([C@@]5(C)CC=C4C3CC2)O)C)O1 (17β-hydroxy-7β-methyloestr-5(10),9(11)-dien-3-one-3-ethyleneacetal). Run in C(O)([O-])=O.[Na+] (sodium hydrogen carbonate), C(Cl)Cl (methylene dichloride), C(O)([O-])=O.[Na+] (sodium hydrogen carbonate). Conditions: temperature -35 celsius, time 1 hour. Yields the product C1COC2(C[C@]34C[C@@H]([C@H]5[C@@H]6CC[C@@H]([C@@]6(C)CC=C5[C@@]3(CC2)O4)O)C)O1 (5α,10α-epoxy-17β-hydroxy-7β-methyloestr-9(11)-en-3-one-3-ethyleneacetal). Yield: 38.2%. RXN SMILES: ClC1C=CC=C(C(OO)=[O:9])C=1.[CH2:12]1[O:35][C:15]2([CH2:32][CH2:31][C:30]3[C:29]4[C@H:20]([C@H:21]5[C@@:25]([CH2:27][CH:28]=4)([CH3:26])[C@@H:24]([OH:33])[CH2:23][CH2:22]5)[C@@H:19]([CH3:34])[CH2:18][C:17]=3[CH2:16]2)[O:14][CH2:13]1>C(Cl)Cl.C(=O)([O-])O.[Na+]>[CH2:13]1[O:14][C:15]2([CH2:32][CH2:31][C@:30]34[O:9][C@:17]3([CH2:18][C@H:19]([CH3:34])[C@@H:20]3[C:29]4=[CH:28][CH2:27][C@@:25]4([CH3:26])[C@H:21]3[CH2:22][CH2:23][C@@H:24]4[OH:33])[CH2:16]2)[O:35][CH2:12]1 |f:3.4|. Procedure: 11.6 g of solid sodium hydrogen carbonate and 15.8 g of m-chloroperbenzoic acid were added consecutively scoopwise at -35° C. to a cooled solution of 22 g of 17β-hydroxy-7β-methyloestr-5(10),9(11)-dien-3-one-3-ethyleneacetal in 350 ml of methylene dichloride. After being stirred for 1 hour at -35° C., the reaction mixture was diluted with a saturated sodium hydrogen carbonate solution followed by extraction with methylene dichloride. The organic layer was washed with 0.2M sulphite solution and w... The reactants are CCOC(=O)c1cc(OC(C)=O)c2sc(C)cc2c1, O=C([O-])[O-], CCO, ClCCl, [K+], [K+]. Yields the product CCOC(=O)c1cc(O)c2sc(C)cc2c1. RXN SMILES: [C:1](=[O:2])([CH3:3])[O:4][c:5]1[cH:6][c:7]([C:15](=[O:16])[O:17][CH2:18][CH3:19])[cH:8][c:9]2[cH:10][c:11]([CH3:14])[s:12][c:13]12.[C:20](=[O:21])([O-:22])[O-:23].[CH3:26][CH2:27][OH:28].[Cl:29][CH2:30][Cl:31].[K+:24].[K+:25]>>[OH:4][c:5]1[cH:6][c:7]([C:15](=[O:16])[O:17][CH2:18][CH3:19])[cH:8][c:9]2[cH:10][c:11]([CH3:14])[s:12][c:13]12. Reactants: C1CCOC1, CCO, C[Si](C)(C)CCOCn1cc(C#N)c(=O)c2cc([N+](=O)[O-])c(NCCN3CCOCC3)cc21. Yields the product C[Si](C)(C)CCOCn1cc(C#N)c(=O)c2cc(N)c(NCCN3CCOCC3)cc21. Reaction SMILES: [CH2:34]1[O:35][CH2:36][CH2:37][CH2:38]1.[CH3:39][CH2:40][OH:41].[O:1]1[CH2:2][CH2:3][N:4]([CH2:7][CH2:8][NH:9][c:10]2[c:11]([N+:31]([O-:32])=[O:33])[cH:12][c:13]3[c:14](=[O:30])[c:15]([C:28]#[N:29])[cH:16][n:17]([CH2:20][O:21][CH2:22][CH2:23][Si:24]([CH3:25])([CH3:26])[CH3:27])[c:18]3[cH:19]2)[CH2:5][CH2:6]1>>[O:1]1[CH2:2][CH2:3][N:4]([CH2:7][CH2:8][NH:9][c:10]2[c:11]([NH2:31])[cH:12][c:13]3[c:14](=[O:30])[c:15]([C:28]#[N:29])[cH:16][n:17]([CH2:20][O:21][CH2:22][CH2:23][Si:24]([CH3:25])([CH3:26])[CH3:27])[c:18]3[cH:19]2)[CH2:5][CH2:6]1.